The task is: describe an organic reaction: reactants, conditions, products, and yield. This data is from the Open Reaction Database (ORD), a public repository of structured organic reaction records. The reactants are CC(C)(C)OC(=O)N1CCN(CCCOc2ccc(-c3nnc(CSCCOc4ccccc4)o3)cc2)CC1, ClCCl, O=C(O)C(F)(F)F. The product is c1ccc(OCCSCc2nnc(-c3ccc(OCCCN4CCNCC4)cc3)o2)cc1. Reaction SMILES: [C:1]([O:2][C:3](=[O:4])[N:8]1[CH2:9][CH2:10][N:11]([CH2:14][CH2:15][CH2:16][O:17][c:18]2[cH:19][cH:20][c:21](-[c:24]3[o:25][c:26]([CH2:29][S:30][CH2:31][CH2:32][O:33][c:34]4[cH:35][cH:36][cH:37][cH:38][cH:39]4)[n:27][n:28]3)[cH:22][cH:23]2)[CH2:12][CH2:13]1)([CH3:5])([CH3:6])[CH3:7].[Cl:47][CH2:48][Cl:49].[OH:40][C:41]([C:42]([F:43])([F:44])[F:45])=[O:46]>>[NH:8]1[CH2:9][CH2:10][N:11]([CH2:14][CH2:15][CH2:16][O:17][c:18]2[cH:19][cH:20][c:21](-[c:24]3[o:25][c:26]([CH2:29][S:30][CH2:31][CH2:32][O:33][c:34]4[cH:35][cH:36][cH:37][cH:38][cH:39]4)[n:27][n:28]3)[cH:22][cH:23]2)[CH2:12][CH2:13]1. Reported procedure: 2.1 g (0.019 mol) of potassium t-butylate are introduced into a solution of 3.2 g (0.018 mol) of 2-mercapto-5-(tetrahydrofuran-2-yl)-1,3,4-oxadiazole in a mixture of 80 ml of 1,4-dioxane and 10 ml of dimethylformamide. 4.9 g (0.026 mol) of 1-bromo-3,4,4-trifluoro-3-butene are then added dropwise at 25° C. and the reaction mixture is stirred at room temperature for 16 hours. The solvent mixture is distilled off under reduced pressure and the residue is dissolved in ethyl acetate. This solution is... Solvent: O1CCOCC1 (1,4-dioxane), CN(C=O)C (dimethylformamide). Run at time 16 hour. The product is FC(CCSC=1OC(=NN1)C1OCCC1)=C(F)F (2-(3,4,4-trifluoro-3-buten-1-ylthio)-5-(tetrahydrofuran-2-yl)-1,3,4-oxadiazole). The yield is 1594.3%. Reactants: potassium t-butylate, SC=1OC(=NN1)C1OCCC1 (2-mercapto-5-(tetrahydrofuran-2-yl)-1,3,4-oxadiazole), BrCCC(=C(F)F)F (1-bromo-3,4,4-trifluoro-3-butene). As a reaction SMILES: [SH:1][C:2]1[O:3][C:4]([CH:7]2[CH2:11][CH2:10][CH2:9][O:8]2)=[N:5][N:6]=1.Br[CH2:13][CH2:14][C:15]([F:19])=[C:16]([F:18])[F:17]>O1CCOCC1.CN(C)C=O>[F:19][C:15](=[C:16]([F:18])[F:17])[CH2:14][CH2:13][S:1][C:2]1[O:3][C:4]([CH:7]2[CH2:11][CH2:10][CH2:9][O:8]2)=[N:5][N:6]=1. As a reaction SMILES: CO[C:3]1[CH:4]=[CH:5][C:6]([CH2:9][C:10]([OH:12])=[O:11])=[N:7][CH:8]=1.Br[C:14]1C=CC(OC)=CN=1>>[CH3:14][C:3]1[CH:4]=[CH:5][C:6]([CH2:9][C:10]([OH:12])=[O:11])=[N:7][CH:8]=1. Starting materials: COC=1C=CC(=NC1)CC(=O)O ((5-methoxypyridin-2-yl)acetic acid), BrC1=NC=C(C=C1)OC (2-bromo-5-methoxypyridine). The product is CC=1C=CC(=NC1)CC(=O)O ((5-Methylpyridin-2-yl)acetic acid). Procedure details: (5-Methylpyridin-2-yl)acetic acid was prepared using analogous procedures to those used for the preparation of (5-methoxypyridin-2-yl)acetic acid (SM-1ab) substituting 2-bromo-5-methylpyridine for 2-bromo-5-methoxypyridine. Starting materials: CC1=NOC(=C1)C=1C(NC2=CC=C(C=C2C1C1=CC=CC=C1)C=O)=O (3-(3-Methyl-isoxazol-5-yl)-2-oxo-4-phenyl-1,2-dihydroquinoline-6-carboxaldehyde), [BH4-].[Na+] (sodium borohydride). Run in C(Cl)Cl (DCM), CO (methanol). Run at time 1.5 hour. Product: OCC=1C=C2C(=C(C(NC2=CC1)=O)C1=CC(=NO1)C)C1=CC=CC=C1 (6-Hydroxymethyl-3-(3-methylisoxazol-5-yl)-4-phenyl-1H-quinolin-2-one). The yield is 90.3%. RXN SMILES: [CH3:1][C:2]1[CH:6]=[C:5]([C:7]2[C:8](=[O:25])[NH:9][C:10]3[C:15]([C:16]=2[C:17]2[CH:22]=[CH:21][CH:20]=[CH:19][CH:18]=2)=[CH:14][C:13]([CH:23]=[O:24])=[CH:12][CH:11]=3)[O:4][N:3]=1.[BH4-].[Na+]>C(Cl)Cl.CO>[OH:24][CH2:23][C:13]1[CH:14]=[C:15]2[C:10](=[CH:11][CH:12]=1)[NH:9][C:8](=[O:25])[C:7]([C:5]1[O:4][N:3]=[C:2]([CH3:1])[CH:6]=1)=[C:16]2[C:17]1[CH:18]=[CH:19][CH:20]=[CH:21][CH:22]=1 |f:1.2|. Procedure details: A mixture of 3-(3-methyl-isoxazol-5-yl)-2-oxo-4-phenyl-1,2-dihydro-quinoline-6-carboxaldehyde (a) (33 mg, 0.11 mmol), sodium borohydride (NaBH4) (4 mg, 0.1 mmol) in DCM (1 mL) and methanol (1 mL) was stirred at room temperature for 1.5 h, and then concentrated. To the residue was added DCM (10 mL) and water (1 mL). The organic layer was separated from the aqueous layer, dried (MgSO4), filtered, and concentrated. The residue was purified by flash chromatography on silica gel to give 6-hydroxymeth... Reactants: OCCO, CC(C)C(C#N)c1ccc2ccoc2c1, [K+], [OH-], O. Yields the product CC(C)C(C(=O)O)c1ccc2ccoc2c1. As a reaction SMILES: [CH2:18]([OH:19])[CH2:21][OH:20].[CH:1]([CH3:2])([CH3:3])[CH:4]([C:5]#[N:6])[c:7]1[cH:8][c:9]2[c:10]([cH:11][cH:12][o:13]2)[cH:14][cH:15]1.[K+:17].[OH-:16].[OH2:22]>>[CH:1]([CH3:2])([CH3:3])[CH:4]([C:5](=[O:16])[OH:20])[c:7]1[cH:8][c:9]2[c:10]([cH:11][cH:12][o:13]2)[cH:14][cH:15]1. The reactants are N1=CC=C(C=C1)SC1=C(C=C(C=C1)/C=C(/C(=O)O)\C)C(F)(F)F (E-3-[4-(4-Pyridylthio)-3-(trifluoromethyl)phenyl]-2-methyl-propenoic acid), ester, SC1=CC=NC=C1 (4-mercaptopyridine). Product: N1=CC=C(C=C1)SC1=C(C=C(C=C1)/C=C(/C(=O)OCC)\C)C(F)(F)F (Ethyl E-3-[4-(4-pyridylthio)-3-(trifluoromethyl)phenyl]-2-methyl-propenoate). As a reaction SMILES: [N:1]1[CH:6]=[CH:5][C:4]([S:7][C:8]2[CH:13]=[CH:12][C:11](/[CH:14]=[C:15](\[CH3:19])/[C:16]([OH:18])=[O:17])=[CH:10][C:9]=2[C:20]([F:23])([F:22])[F:21])=[CH:3][CH:2]=1.S[C:25]1C=CN=C[CH:26]=1>>[N:1]1[CH:6]=[CH:5][C:4]([S:7][C:8]2[CH:13]=[CH:12][C:11](/[CH:14]=[C:15](\[CH3:19])/[C:16]([O:18][CH2:25][CH3:26])=[O:17])=[CH:10][C:9]=2[C:20]([F:21])([F:23])[F:22])=[CH:3][CH:2]=1. Procedure details: E-3-[4-(4-Pyridylthio)-3-(trifluoromethyl)phenyl]-2-methyl-propenoic acid guanidide dihydrochloride ##STR9## 4 a) The ester from 3 a was reacted with 4-mercaptopyridine analogously to 3 b. Ethyl E-3-[4-(4-pyridylthio)-3-(trifluoromethyl)phenyl]-2-methyl-propenoate was isolated.